From a dataset of the Open Reaction Database (ORD), a public repository of structured organic reaction records. describe an organic reaction: reactants, conditions, products, and yield The reactants are FC=1C=CC=C2C=3C(CCCC3N(C12)C)=O (8-fluoro-1,2,3,9-tetrahydro-9-methyl-4H-carbazol-4-one), Cl.NO (hydroxylamine hydrochloride). The solvent is N1=CC=CC=C1 (pyridine). Yields the product FC=1C=CC=C2C=3C(CCCC3N(C12)C)=NO (8-Fluoro-1,2,3,9-tetrahydro-9-methyl-4H-carbazol-4-one oxime). The yield is 56.1%. RXN SMILES: [F:1][C:2]1[CH:3]=[CH:4][CH:5]=[C:6]2[C:14]=1[N:13]([CH3:15])[C:12]1[CH2:11][CH2:10][CH2:9][C:8](=O)[C:7]2=1.Cl.[NH2:18][OH:19]>N1C=CC=CC=1>[F:1][C:2]1[CH:3]=[CH:4][CH:5]=[C:6]2[C:14]=1[N:13]([CH3:15])[C:12]1[CH2:11][CH2:10][CH2:9][C:8](=[N:18][OH:19])[C:7]2=1 |f:1.2|. Reported procedure: A mixture of 8-fluoro-1,2,3,9-tetrahydro-9-methyl-4H-carbazol-4-one (3.0 g) and hydroxylamine hydrochloride (2.92 g) in pyridine (ca. 35 ml) was heated at 60° for 3 h. The solution was concentrated in vacuo then azeotropically dried with toluene (2×10 ml). The residue was treated with 8% sodium bicarbonate solution (125 ml) and extracted with ethyl acetate (3×100 ml). The combined extracts were filtered and concentrated in vacuo to give the title compound (1.8 g) as a solid, t.l.c. (System A, 10... Starting materials: [Na] (sodium), CC(CC)OC1=CC=C(OCCO)C=C1 (2-[4-(1-methylpropoxy)phenoxy]ethanol), ClC1=NC=CC=C1 (2-chloropyridine). Yields the product CC(CC)OC1=CC=C(OCCOC2=NC=CC=C2)C=C1 (2-{2-[4-(1-methylpropoxy)phenoxy]ethoxy}pyridine). Reaction SMILES: [Na].[CH3:2][CH:3]([O:6][C:7]1[CH:16]=[CH:15][C:10]([O:11][CH2:12][CH2:13][OH:14])=[CH:9][CH:8]=1)[CH2:4][CH3:5].Cl[C:18]1[CH:23]=[CH:22][CH:21]=[CH:20][N:19]=1>>[CH3:2][CH:3]([O:6][C:7]1[CH:16]=[CH:15][C:10]([O:11][CH2:12][CH2:13][O:14][C:18]2[CH:23]=[CH:22][CH:21]=[CH:20][N:19]=2)=[CH:9][CH:8]=1)[CH2:4][CH3:5] |^1:0|. Procedure details: In the same manner, the sodium salt of 2-[4-(1-methylpropoxy)phenoxy]ethanol and 2-chloropyridine are reacted together to give 2-{2-[4-(1-methylpropoxy)phenoxy]ethoxy}pyridine, MS m/e 288} (M+). Starting materials: COC(=O)Cc1cc(Br)ccc1OCc1ccc(OCc2nc(-c3ccccc3)oc2C)cc1, Cc1ccccc1, C[Sn](C)(C)C, c1ccc(P(c2ccccc2)(c2ccccc2)[Pd](P(c2ccccc2)(c2ccccc2)c2ccccc2)(P(c2ccccc2)(c2ccccc2)c2ccccc2)P(c2ccccc2)(c2ccccc2)c2ccccc2)cc1. Product: COC(=O)Cc1cc(C)ccc1OCc1ccc(OCc2nc(-c3ccccc3)oc2C)cc1. RXN SMILES: [Br:1][c:2]1[cH:3][cH:4][c:5]([O:13][CH2:14][c:15]2[cH:16][cH:17][c:18]([O:21][CH2:22][c:23]3[n:24][c:25](-[c:29]4[cH:30][cH:31][cH:32][cH:33][cH:34]4)[o:26][c:27]3[CH3:28])[cH:19][cH:20]2)[c:6]([CH2:8][C:9](=[O:10])[O:11][CH3:12])[cH:7]1.[CH3:117][c:118]1[cH:119][cH:120][cH:121][cH:122][cH:123]1.[CH3:35][Sn:36]([CH3:37])([CH3:38])[CH3:39].[cH:40]1[cH:41][cH:42][c:43]([P:44]([Pd:45]([P:46]([c:47]2[cH:48][cH:49][cH:50][cH:51][cH:52]2)([c:53]2[cH:54][cH:55][cH:56][cH:57][cH:58]2)[c:59]2[cH:60][cH:61][cH:62][cH:63][cH:64]2)([P:65]([c:66]2[cH:67][cH:68][cH:69][cH:70][cH:71]2)([c:72]2[cH:73][cH:74][cH:75][cH:76][cH:77]2)[c:78]2[cH:79][cH:80][cH:81][cH:82][cH:83]2)[P:84]([c:85]2[cH:86][cH:87][cH:88][cH:89][cH:90]2)([c:91]2[cH:92][cH:93][cH:94][cH:95][cH:96]2)[c:97]2[cH:98][cH:99][cH:100][cH:101][cH:102]2)([c:103]2[cH:104][cH:105][cH:106][cH:107][cH:108]2)[c:109]2[cH:110][cH:111][cH:112][cH:113][cH:114]2)[cH:115][cH:116]1>>[c:2]1([CH3:35])[cH:3][cH:4][c:5]([O:13][CH2:14][c:15]2[cH:16][cH:17][c:18]([O:21][CH2:22][c:23]3[n:24][c:25](-[c:29]4[cH:30][cH:31][cH:32][cH:33][cH:34]4)[o:26][c:27]3[CH3:28])[cH:19][cH:20]2)[c:6]([CH2:8][C:9](=[O:10])[O:11][CH3:12])[cH:7]1. The reactants are CC([C@H](C(=O)N1CCCC1)NC(=O)C1=CN(C2=NC=C(N=C21)OC2=CC=CC=C2)COCC[Si](C)(C)C)C (2-phenoxy-5-(2-trimethylsilanyl-ethoxymethyl)-5H-pyrrolo[2,3-b]pyrazine-7-carboxylic acid [(R)-2-methyl-1-(pyrrolidine-1-carbonyl)-propyl]-amide), FC(C(=O)O)(F)F (trifluoroacetic acid). Run in ClCCl (dichloromethane). Conditions: time 8 hour. Product: CC([C@H](C(=O)N1CCCC1)NC(=O)C1=CNC2=NC=C(N=C21)OC2=CC=CC=C2)C (2-phenoxy-5H-pyrrolo[2,3-b]pyrazine-7-carboxylic acid [(R)-2-methyl-1-(pyrrolidine-1-carbonyl)-propyl]-amide). The yield is 46.0%. As a reaction SMILES: [CH3:1][CH:2]([CH3:38])[C@@H:3]([NH:11][C:12]([C:14]1[C:22]2[C:17](=[N:18][CH:19]=[C:20]([O:23][C:24]3[CH:29]=[CH:28][CH:27]=[CH:26][CH:25]=3)[N:21]=2)[N:16](COCC[Si](C)(C)C)[CH:15]=1)=[O:13])[C:4]([N:6]1[CH2:10][CH2:9][CH2:8][CH2:7]1)=[O:5].FC(F)(F)C(O)=O>ClCCl>[CH3:1][CH:2]([CH3:38])[C@@H:3]([NH:11][C:12]([C:14]1[C:22]2[C:17](=[N:18][CH:19]=[C:20]([O:23][C:24]3[CH:25]=[CH:26][CH:27]=[CH:28][CH:29]=3)[N:21]=2)[NH:16][CH:15]=1)=[O:13])[C:4]([N:6]1[CH2:7][CH2:8][CH2:9][CH2:10]1)=[O:5]. Procedure details: To a solution of 2-phenoxy-5-(2-trimethylsilanyl-ethoxymethyl)-5H-pyrrolo[2,3-b]pyrazine-7-carboxylic acid [(R)-2-methyl-1-(pyrrolidine-1-carbonyl)-propyl]-amide from Step 3 in dichloromethane (0.5 mL) was added trifluoroacetic acid (0.7 mL). The reaction mixture was stirred at room temperature overnight then concentrated. The residue was stirred with THF (1 mL), water (0.5 mL), and Et3N (0.5 mL) for 2 h then concentrated. The residue was partitioned between ethyl acetate and water and the aqueo...